This data is from the Open Reaction Database (ORD), a public repository of structured organic reaction records. The task is: describe an organic reaction: reactants, conditions, products, and yield Reactants: [BH4-], CCOC(C)=O, CO, CC(C)(C)OC(=O)N1CCCC(C(=O)c2ccc(NC(=O)c3ccc(-c4ccc(Cl)cc4)cc3)cc2)C1, [Na+], C1CCOC1. Yields the product CC(C)(C)OC(=O)N1CCCC(C(O)c2ccc(NC(=O)c3ccc(-c4ccc(Cl)cc4)cc3)cc2)C1. RXN SMILES: [BH4-:38].[CH3:40][CH2:41][O:42][C:43](=[O:44])[CH3:45].[CH3:46][OH:47].[Cl:1][c:2]1[cH:3][cH:4][c:5](-[c:8]2[cH:9][cH:10][c:11]([C:14](=[O:15])[NH:16][c:17]3[cH:18][cH:19][c:20]([C:21](=[O:22])[CH:23]4[CH2:24][N:25]([C:29](=[O:30])[O:31][C:32]([CH3:33])([CH3:34])[CH3:35])[CH2:26][CH2:27][CH2:28]4)[cH:36][cH:37]3)[cH:12][cH:13]2)[cH:6][cH:7]1.[Na+:39].[O:48]1[CH2:49][CH2:50][CH2:51][CH2:52]1>>[Cl:1][c:2]1[cH:3][cH:4][c:5](-[c:8]2[cH:9][cH:10][c:11]([C:14](=[O:15])[NH:16][c:17]3[cH:18][cH:19][c:20]([CH:21]([OH:22])[CH:23]4[CH2:24][N:25]([C:29](=[O:30])[O:31][C:32]([CH3:33])([CH3:34])[CH3:35])[CH2:26][CH2:27][CH2:28]4)[cH:36][cH:37]3)[cH:12][cH:13]2)[cH:6][cH:7]1. As a reaction SMILES: [NH2:1][C:2]1[CH:3]=[C:4]2[C:9](=[CH:10][C:11]=1[O:12][CH2:13][CH3:14])[N:8]=[CH:7][C:6]([C:15]#[N:16])=[C:5]2[NH:17][C:18]1[CH:23]=[CH:22][C:21]([O:24][CH2:25][C:26]2[CH:31]=[CH:30][CH:29]=[CH:28][CH:27]=2)=[C:20]([Cl:32])[CH:19]=1.C(N(C(C)C)CC)(C)C.[Cl:42][CH2:43][CH2:44][CH2:45][CH:46]=[CH:47][C:48](Cl)=[O:49]>O1CCCC1>[CH2:25]([O:24][C:21]1[CH:22]=[CH:23][C:18]([NH:17][C:5]2[C:4]3[C:9](=[CH:10][C:11]([O:12][CH2:13][CH3:14])=[C:2]([NH:1][C:48](=[O:49])[CH:47]=[CH:46][CH2:45][CH2:44][CH2:43][Cl:42])[CH:3]=3)[N:8]=[CH:7][C:6]=2[C:15]#[N:16])=[CH:19][C:20]=1[Cl:32])[C:26]1[CH:27]=[CH:28][CH:29]=[CH:30][CH:31]=1. Conditions: temperature 25 celsius, time 2.5 hour. Procedure: To a stirred solution of 6-amino-4-[4-(benzyloxy)-3-chloroanilino]-7-ethoxy-3-quinolinecarbonitrile (0.89 g, 2.0 mmol) and diisopropylethylamine (0.47 ml, 2.7 mmol) in 16 ml of tetrahydrofuran at 0° C. was added a freshly-prepared solution of 6-chloro-2-hexenoyl chloride in 4 ml of tetrahydrofuran during 30 s. The mixture was then stirred at 25° C. for 2.5 h and partitioned between ethyl acetate and water. The organic layer was washed with water, dried and concentrated. The residue was chromatog... Yields the product C(C1=CC=CC=C1)OC1=C(C=C(NC2=C(C=NC3=CC(=C(C=C23)NC(C=CCCCCl)=O)OCC)C#N)C=C1)Cl (N-{4-[4-(Benzyloxy)-3-chloroanilino]-3-cyano-7-ethoxy-6-quinolinyl}6-chloro-2-hexenamide). The reactants are NC=1C=C2C(=C(C=NC2=CC1OCC)C#N)NC1=CC(=C(C=C1)OCC1=CC=CC=C1)Cl (6-amino-4-[4-(benzyloxy)-3-chloroanilino]-7-ethoxy-3-quinolinecarbonitrile), C(C)(C)N(CC)C(C)C (diisopropylethylamine), ClCCCC=CC(=O)Cl (6-chloro-2-hexenoyl chloride). Solvent: O1CCCC1 (tetrahydrofuran), O1CCCC1 (tetrahydrofuran). Reactants: CC(CCN1CCOCC1)NC(=O)OC(C)(C)C, ClCCl, O=C(O)C(F)(F)F. Yields the product CC(N)CCN1CCOCC1. RXN SMILES: [C:1]([O:2][C:3](=[O:4])[NH:8][CH:9]([CH2:10][CH2:11][N:12]1[CH2:13][CH2:14][O:15][CH2:16][CH2:17]1)[CH3:18])([CH3:5])([CH3:6])[CH3:7].[Cl:26][CH2:27][Cl:28].[OH:19][C:20]([C:21]([F:22])([F:23])[F:24])=[O:25]>>[NH2:8][CH:9]([CH2:10][CH2:11][N:12]1[CH2:13][CH2:14][O:15][CH2:16][CH2:17]1)[CH3:18]. Starting materials: BrCC=1C=CC=2N=C(N=C(C2N1)N1CCOCC1)Cl (4-(6-(bromomethyl)-2-chloropyrido[3,2-d]pyrimidin-4-yl)morpholine), CC(C(=O)N)(C)N1CCNCC1 (2-methyl-2-(piperazin-1-yl)propanamide). Product: ClC=1N=C(C2=C(N1)C=CC(=N2)CN2CCN(CC2)C(C(=O)N)(C)C)N2CCOCC2 (2-(4-((2-chloro-4-morpholinopyrido[3,2-d]pyrimidin-6-yl)methyl)piperazin-1-yl)-2-methylpropanamide). RXN SMILES: Br[CH2:2][C:3]1[CH:4]=[CH:5][C:6]2[N:7]=[C:8]([Cl:19])[N:9]=[C:10]([N:13]3[CH2:18][CH2:17][O:16][CH2:15][CH2:14]3)[C:11]=2[N:12]=1.[CH3:20][C:21]([N:26]1[CH2:31][CH2:30][NH:29][CH2:28][CH2:27]1)([CH3:25])[C:22]([NH2:24])=[O:23]>>[Cl:19][C:8]1[N:9]=[C:10]([N:13]2[CH2:18][CH2:17][O:16][CH2:15][CH2:14]2)[C:11]2[N:12]=[C:3]([CH2:2][N:29]3[CH2:28][CH2:27][N:26]([C:21]([CH3:25])([CH3:20])[C:22]([NH2:24])=[O:23])[CH2:31][CH2:30]3)[CH:4]=[CH:5][C:6]=2[N:7]=1. Procedure details: 4-(6-(Bromomethyl)-2-chloropyrido[3,2-d]pyrimidin-4-yl)morpholine 7 (0.1 g) was reacted with 2-methyl-2-(piperazin-1-yl)propanamide via General Procedure B to give 123 mg of 2-(4-((2-chloro-4-morpholinopyrido[3,2-d]pyrimidin-6-yl)methyl)piperazin-1-yl)-2-methylpropanamide. Reaction SMILES: [CH2:18]1[O:19][CH2:20][CH2:21][CH2:22]1.[CH3:23][OH:24].[H:16][H:17].[N+:1]([O-:2])(=[O:3])[c:4]1[c:5](-[c:10]2[cH:11][cH:12][cH:13][cH:14][cH:15]2)[cH:6][cH:7][cH:8][cH:9]1>>[NH2:1][c:4]1[c:5](-[c:10]2[cH:11][cH:12][cH:13][cH:14][cH:15]2)[cH:6][cH:7][cH:8][cH:9]1. Starting materials: C1CCOC1, CO, [H][H], O=[N+]([O-])c1ccccc1-c1ccccc1. Product: Nc1ccccc1-c1ccccc1. Starting materials: Sc1cc(Br)cc(Br)c1, O=C([O-])[O-], CC(C)=O, CCC(=O)C(Cl)C(=O)CC, [K+], [K+]. The product is CCC(=O)C(Sc1cc(Br)cc(Br)c1)C(=O)CC. As a reaction SMILES: [Br:7][c:8]1[cH:9][c:10]([SH:15])[cH:11][c:12]([Br:14])[cH:13]1.[C:1](=[O:2])([O-:3])[O-:4].[CH3:26][C:27](=[O:28])[CH3:29].[Cl:16][CH:17]([C:18]([CH2:19][CH3:20])=[O:21])[C:22]([CH2:23][CH3:24])=[O:25].[K+:5].[K+:6]>>[Br:7][c:8]1[cH:9][c:10]([S:15][CH:17]([C:18]([CH2:19][CH3:20])=[O:21])[C:22]([CH2:23][CH3:24])=[O:25])[cH:11][c:12]([Br:14])[cH:13]1. Reported procedure: A solution of 4-bromo-N1-(2-chloroethyl)-N1-methylbenzene-1,2-diamine (25D) (0.611 g, 2.3 mmol) and K2CO3 (0.634 g, 4.6 mmol) in DMF (7 mL) was heated to 80° C. for 1 hour and then at 100° C. for 1.5 hours, cooled to rt, diluted with water and extracted with EtOAc. The organic phases were washed with brine, dried over Na2SO4, filtered, and concentrated under reduced pressure to provide 0.528 g (100%) of the desired product 6-bromo-1-methyl-1,2,3,4-tetrahydroquinoxaline (25E): 1H NMR (300 MHz, CD... Product: BrC=1C=C2NCCN(C2=CC1)C (6-bromo-1-methyl-1,2,3,4-tetrahydroquinoxaline). RXN SMILES: [Br:1][C:2]1[CH:3]=[C:4]([NH2:13])[C:5]([N:8]([CH2:10][CH2:11]Cl)[CH3:9])=[CH:6][CH:7]=1.C([O-])([O-])=O.[K+].[K+]>CN(C=O)C.O>[Br:1][C:2]1[CH:3]=[C:4]2[C:5](=[CH:6][CH:7]=1)[N:8]([CH3:9])[CH2:10][CH2:11][NH:13]2 |f:1.2.3|. Isolated yield 101.1%. Solvent: CN(C)C=O (DMF), O (water). The reactants are BrC=1C=C(C(=CC1)N(C)CCCl)N (4-bromo-N1-(2-chloroethyl)-N1-methylbenzene-1,2-diamine), C(=O)([O-])[O-].[K+].[K+] (K2CO3). Reaction conditions: time 1.5 hour. The reactants are FC=1C=CC(=C(C1)C(CC(C)=O)(C)C)OC (4-(5-fluoro-2-methoxyphenyl)-4-methylpentan-2-one), [Br-].[Br-].[Br-].C(C1=CC=CC=C1)[N+](C)(C)C.C(C1=CC=CC=C1)[N+](C)(C)C.C(C1=CC=CC=C1)[N+](C)(C)C (benzyltrimethylammonium tribromide). The solvent is C(Cl)Cl (methylene chloride), CO (MeOH), C(Cl)Cl (methylene chloride). Run at time 30 minute. Product: BrCC(CC(C)(C)C1=C(C=CC(=C1)F)OC)=O (1-bromo-4-(5-fluoro-2-methoxyphenyl)-4-methylpentan-2-one). Isolated yield 80.0%. As a reaction SMILES: [F:1][C:2]1[CH:3]=[CH:4][C:5]([O:15][CH3:16])=[C:6]([C:8]([CH3:14])([CH3:13])[CH2:9][C:10](=[O:12])[CH3:11])[CH:7]=1.[Br-:17].[Br-].[Br-].C([N+](C)(C)C)C1C=CC=CC=1.C([N+](C)(C)C)C1C=CC=CC=1.C([N+](C)(C)C)C1C=CC=CC=1>C(Cl)Cl.CO>[Br:17][CH2:11][C:10](=[O:12])[CH2:9][C:8]([C:6]1[CH:7]=[C:2]([F:1])[CH:3]=[CH:4][C:5]=1[O:15][CH3:16])([CH3:13])[CH3:14] |f:1.2.3.4.5.6|. Procedure details: To a stirred solution of the above ketone (1.34 g, 6 mmol) in methylene chloride (35 mL) and MeOH (5 mL), benzyltrimethylammonium tribromide (2.57 g, 6.6 mmol) was added at ambient temperature. After 30 minutes, TLC (hexanes-EtOAc (9:1)) showed complete disappearance of the starting material. The reaction mixture was diluted with methylene chloride (50 mL), washed with two 50 mL portions of water, dried over anhydrous sodium sulfate, and concentrated in vacuo to give 1-bromo-4-(5-fluoro-2-methox... The reactants are ClC1=CC=C(C=C1)NC(C=1C=C(C(=O)N)C=CC1OC)=O (3-N-(4-chlorophenyl)-4-methoxyisophthalamide), BrCCCl (1-bromo-2-chloroethane). Product: ClCCOC1=C(C=C(C(=O)N)C=C1)C(=O)NC1=CC=C(C=C1)Cl (4-(2-chloroethoxy)-3-N-(4-chlorophenyl)-isophthalamide). RXN SMILES: [Cl:1][C:2]1[CH:7]=[CH:6][C:5]([NH:8][C:9](=[O:21])[C:10]2[CH:11]=[C:12]([CH:16]=[CH:17][C:18]=2[O:19][CH3:20])[C:13]([NH2:15])=[O:14])=[CH:4][CH:3]=1.BrC[CH2:24][Cl:25]>>[Cl:25][CH2:24][CH2:20][O:19][C:18]1[CH:17]=[CH:16][C:12]([C:13]([NH2:15])=[O:14])=[CH:11][C:10]=1[C:9]([NH:8][C:5]1[CH:6]=[CH:7][C:2]([Cl:1])=[CH:3][CH:4]=1)=[O:21]. Procedure: The captioned compound was synthesized from 3-N-(4-chlorophenyl)-4-methoxyisophthalamide and 1-bromo-2-chloroethane by the same procedure as in the manufacturing method described in Example 1-1-2. The reactants are CC(CC(=O)O)(CC(=O)O)C (3,3-dimethylglutaric acid), B.C1CCOC1 (BH3.THF), Cl (HCl). The solvent is O1CCCC1 (tetrahydrofuran). Conditions: time 18 hour. Product: CC(CCO)(CCO)C (3,3-dimethyl-pentane-1,5-diol). The yield is 35.5%. Reaction SMILES: [CH3:1][C:2]([CH3:11])([CH2:7][C:8](O)=[O:9])[CH2:3][C:4](O)=[O:5].B.C1COCC1.Cl>O1CCCC1>[CH3:1][C:2]([CH3:11])([CH2:7][CH2:8][OH:9])[CH2:3][CH2:4][OH:5] |f:1.2|. Procedure details: Step A To the solution of 3,3-dimethylglutaric acid (Aldrich) (5.1 g, 32 mmol) in anhydrous tetrahydrofuran (100 mL) at 0° C. was added a solution of BH3.THF (1 M, 100 mL, 100 mmol). The reaction mixture was stirred at room temperature for 18 h. Aqueous HCl solution was added, and the mixture was extracted with ethyl acetate. The organic layer was separated, washed with saturated aqueous NaHCO3 solution, brine, dried over MgSO4, and concentrated. The residue was purified by chromatography (EtOAc...